From a dataset of the Open Reaction Database (ORD), a public repository of structured organic reaction records. describe an organic reaction: reactants, conditions, products, and yield Reactants: [H-].[Al+3].[Li+].[H-].[H-].[H-] (Lithium aluminium hydride), COC=1C=C(C=CC(=O)O)C=CC1 (3-methoxycinnamic acid), [K+].[Br-] (KBr). Solvent: C1CCOC1 (THF), C1CCOC1 (THF). Conditions: temperature 0 celsius, time 10 minute. The product is COC=1C=C(C=CCO)C=CC1 (3-Methoxycinnamyl Alcohol). As a reaction SMILES: [H-].[Al+3].[Li+].[H-].[H-].[H-].[CH3:7][O:8][C:9]1[CH:10]=[C:11]([CH:17]=[CH:18][CH:19]=1)[CH:12]=[CH:13][C:14](O)=[O:15].[K+].[Br-]>C1COCC1>[CH3:7][O:8][C:9]1[CH:10]=[C:11]([CH:17]=[CH:18][CH:19]=1)[CH:12]=[CH:13][CH2:14][OH:15] |f:0.1.2.3.4.5,7.8|. Procedure: Lithium aluminium hydride (213 mg; 5.5 mmol) was added portionwise to anhydrous THF (10 ml) at 0° C. To this a solution of 3-methoxycinnamic acid (2 g; 11 mmol) in THF (5 ml) was added. The reaction was left to stir at 0° C. for 10 min and then allowed to reach ambient temperature. The reaction mixture was quenched with 2M aqueous sodium hydroxide (15 ml) and the aqueous layer was extracted with ether (3×15 ml). The combined organic layers were washed with 2M hydrochloric acid (3×15 ml), brine (...